describe an organic reaction: reactants, conditions, products, and yield From a dataset of the Open Reaction Database (ORD), a public repository of structured organic reaction records. Reactants: CO, COC(=O)c1cnc(Cl)c([N+](=O)[O-])c1, [Fe]. Yields the product COC(=O)c1cnc(Cl)c(N)c1. As a reaction SMILES: [CH3:15][OH:16].[Cl:1][c:2]1[n:3][cH:4][c:5]([C:6](=[O:7])[O:8][CH3:9])[cH:10][c:11]1[N+:12]([O-:13])=[O:14].[Fe:17]>>[Cl:1][c:2]1[n:3][cH:4][c:5]([C:6](=[O:7])[O:8][CH3:9])[cH:10][c:11]1[NH2:12]. Product: C(C1=CC=CC=C1)C=1N=NC(=C(C1C)C)N1C[C@H](NCC1)C (3-Benzyl-4,5-dimethyl-6-((R)-3-methyl-piperazin-1-yl)-pyridazine). Procedure details: 3-Chloro-4,5-dimethyl-6-((R)-3-methyl-piperazin-1-yl)-pyridazine (400 mg, 1.66 mmol, 1 eq) is added to a solution of benzylzinc bromide (12.3 mL 0.5 M in THF, 6.64 mmol, 4 eq) and tetrakis(triphenylphosphine)palladium (100 mg, 0.08 mmol, 0.05 eq) in a microwave vial. The vial is sealed and irradiated in the microwave at 100° C. (high absorption setting) for 40 min. The reaction mixture is concentrated and purified by silica gel chromatography (5-20% EtOAc/heptane) to yield the desired compound (... Reagents/catalysts: C=1C=CC(=CC1)[P](C=2C=CC=CC2)(C=3C=CC=CC3)[Pd]([P](C=4C=CC=CC4)(C=5C=CC=CC5)C=6C=CC=CC6)([P](C=7C=CC=CC7)(C=8C=CC=CC8)C=9C=CC=CC9)[P](C=1C=CC=CC1)(C=1C=CC=CC1)C=1C=CC=CC1 (tetrakis(triphenylphosphine)palladium). Reaction SMILES: Cl[C:2]1[N:3]=[N:4][C:5]([N:10]2[CH2:15][CH2:14][NH:13][C@H:12]([CH3:16])[CH2:11]2)=[C:6]([CH3:9])[C:7]=1[CH3:8].[Br-].[CH2:18]([Zn+])[C:19]1[CH:24]=[CH:23][CH:22]=[CH:21][CH:20]=1>C1C=CC([P]([Pd]([P](C2C=CC=CC=2)(C2C=CC=CC=2)C2C=CC=CC=2)([P](C2C=CC=CC=2)(C2C=CC=CC=2)C2C=CC=CC=2)[P](C2C=CC=CC=2)(C2C=CC=CC=2)C2C=CC=CC=2)(C2C=CC=CC=2)C2C=CC=CC=2)=CC=1>[CH2:18]([C:2]1[N:3]=[N:4][C:5]([N:10]2[CH2:15][CH2:14][NH:13][C@H:12]([CH3:16])[CH2:11]2)=[C:6]([CH3:9])[C:7]=1[CH3:8])[C:19]1[CH:24]=[CH:23][CH:22]=[CH:21][CH:20]=1 |f:1.2,^1:29,31,50,69|. The yield is 65.8%. Reactants: ClC=1N=NC(=C(C1C)C)N1C[C@H](NCC1)C (3-Chloro-4,5-dimethyl-6-((R)-3-methyl-piperazin-1-yl)-pyridazine), [Br-].C(C1=CC=CC=C1)[Zn+] (benzylzinc bromide). Starting materials: CC1(OCC2=C(O1)C=CC(=C2)[C@@H]2CN(C(O2)=O)CCCCCCOCCO)C ((5R)-5-(2,2-dimethyl-4H-1,3-benzodioxin-6-yl)-3-[6-(2-hydroxyethoxy)hexyl]-1,3-oxazolidin-2-one), [H-].[Na+] (sodium hydride), P(=O)([O-])([O-])[O-] (Phosphate), ClC1=C(CBr)C(=CC=C1)Cl (2,6-Dichlorobenzyl bromide). The solvent is CN(C)C=O (DMF). Reaction conditions: time 10 minute. Product: ClC1=C(COCCOCCCCCCN2C(O[C@@H](C2)C2=CC3=C(OC(OC3)(C)C)C=C2)=O)C(=CC=C1)Cl ((5R)-3-(6-{2-[(2,6-Dichlorobenzyl)oxy]ethoxy}hexyl)-5-(2,2-dimethyl-4H-1,3-benzodioxin-6-yl)-1,3-oxazolidin-2-one). Isolated yield 55.2%. Reaction SMILES: [CH3:1][C:2]1([CH3:28])[O:7][C:6]2[CH:8]=[CH:9][C:10]([C@H:12]3[O:16][C:15](=[O:17])[N:14]([CH2:18][CH2:19][CH2:20][CH2:21][CH2:22][CH2:23][O:24][CH2:25][CH2:26][OH:27])[CH2:13]3)=[CH:11][C:5]=2[CH2:4][O:3]1.[H-].[Na+].[Cl:31][C:32]1[CH:39]=[CH:38][CH:37]=[C:36]([Cl:40])[C:33]=1[CH2:34]Br.P([O-])([O-])([O-])=O>CN(C=O)C>[Cl:31][C:32]1[CH:39]=[CH:38][CH:37]=[C:36]([Cl:40])[C:33]=1[CH2:34][O:27][CH2:26][CH2:25][O:24][CH2:23][CH2:22][CH2:21][CH2:20][CH2:19][CH2:18][N:14]1[CH2:13][C@@H:12]([C:10]2[CH:9]=[CH:8][C:6]3[O:7][C:2]([CH3:28])([CH3:1])[O:3][CH2:4][C:5]=3[CH:11]=2)[O:16][C:15]1=[O:17] |f:1.2|. Procedure details: A solution of (5R)-5-(2,2-dimethyl-4H-1,3-benzodioxin-6-yl)-3-[6-(2-hydroxyethoxy)hexyl]-1,3-oxazolidin-2-one (200 mg) in DMF (4 ml) under nitrogen was treated with sodium hydride (26 mg, 60% in oil) and the mixture was stirred at 20° for 10 min. 2,6-Dichlorobenzyl bromide (122 mg) was added and the mixture was stirred at 20° for 3 h. Phosphate buffer solution (20 ml, pH6.5) was added and the mixture was extracted with EtOAc (30 ml). The extract was washed with water (2×20 ml), dried (NaSO4) and...